Dataset: the Open Reaction Database (ORD), a public repository of structured organic reaction records. Task: describe an organic reaction: reactants, conditions, products, and yield Reactants: [BH4-], CO, COCCOC, COC(=O)C(C)Nc1ccc(F)c(F)c1F, [Na+], O. Yields the product CC(CO)Nc1ccc(F)c(F)c1F. Reaction SMILES: [BH4-:1].[CH3:19][OH:20].[CH3:22][O:23][CH2:24][CH2:25][O:26][CH3:27].[F:3][c:4]1[c:5]([NH:6][CH:7]([C:8](=[O:9])[O:10][CH3:11])[CH3:12])[cH:13][cH:14][c:15]([F:18])[c:16]1[F:17].[Na+:2].[OH2:21]>>[F:3][c:4]1[c:5]([NH:6][CH:7]([CH2:8][OH:9])[CH3:12])[cH:13][cH:14][c:15]([F:18])[c:16]1[F:17].